From a dataset of the Open Reaction Database (ORD), a public repository of structured organic reaction records. describe an organic reaction: reactants, conditions, products, and yield Starting materials: CO, O=C(O)c1cccnc1Cl, [Na], CC(=O)c1ccc(O)cc1. The product is CC(=O)c1ccc(Oc2ncccc2C(=O)O)cc1. Reaction SMILES: [CH3:22][OH:23].[Cl:12][c:13]1[c:14]([C:15](=[O:16])[OH:17])[cH:18][cH:19][cH:20][n:21]1.[Na:1].[OH:2][c:3]1[cH:4][cH:5][c:6]([C:9]([CH3:10])=[O:11])[cH:7][cH:8]1>>[O:2]([c:3]1[cH:4][cH:5][c:6]([C:9]([CH3:10])=[O:11])[cH:7][cH:8]1)[c:13]1[c:14]([C:15](=[O:16])[OH:17])[cH:18][cH:19][cH:20][n:21]1. The reactants are NC=1C=C(C=CC1[N+](=O)[O-])C(C(F)(F)F)(C(F)(F)F)C1=CC(=C(C=C1)[N+](=O)[O-])N (2,2-bis-(3-amino-4-nitrophenyl) hexafluoropropane), [H][H] (hydrogen). The reagents and catalysts are [Pd] (palladium/charcoal). Solvent: C(C)(=O)OCC (ethyl acetate). Run at time 15 minute. Yields the product NC=1C=C(C=CC1N)C(C(F)(F)F)(C(F)(F)F)C1=CC(=C(C=C1)N)N (2,2-Bis-(3,4-diaminophenyl)hexafluoropropane). RXN SMILES: [NH2:1][C:2]1[CH:3]=[C:4]([C:11]([C:20]2[CH:25]=[CH:24][C:23]([N+:26]([O-])=O)=[C:22]([NH2:29])[CH:21]=2)([C:16]([F:19])([F:18])[F:17])[C:12]([F:15])([F:14])[F:13])[CH:5]=[CH:6][C:7]=1[N+:8]([O-])=O.[H][H]>C(OCC)(=O)C.[Pd]>[NH2:29][C:22]1[CH:21]=[C:20]([C:11]([C:4]2[CH:5]=[CH:6][C:7]([NH2:8])=[C:2]([NH2:1])[CH:3]=2)([C:12]([F:13])([F:14])[F:15])[C:16]([F:17])([F:18])[F:19])[CH:25]=[CH:24][C:23]=1[NH2:26]. Reported procedure: 96.7 g (0.23 mol) of 2,2-bis-(3-amino-4-nitrophenyl) hexafluoropropane are dissolved in 1,000 ml of ethyl acetate and reduced with hydrogen (100 bar) at 25° C. in an autoclave after the addition of 3 g of a palladium/charcoal catalyst (5% Pd). After filtering off the catalyst, the ethyl acetate is separated off on the rotary evaporator. The residue is taken up using 1 1 of water and adjusted to a pH of 1 using 1:1 hydrochloric acid. The mixture is then heated to 70°-80° C., 20 g of activated cha... The reactants are CN(C)CC1=CC2=C(CN(CC2)C(C2=CC=C(C=C2)C(C2=CC(=C(C=C2)Cl)Cl)=O)=O)O1 (N,N-Dimethyl-[6-[4-(3,4-dichlorobenzoyl)benzoyl]-4,5,6,7-tetrahydrofuro[2,3-c]pyridin-2-ylmethyl]amine), Cl (hydrogen chloride). Solvent: CO (methanol), C(C)(=O)OCC (ethyl acetate). Product: Cl.CN(C)CC1=CC2=C(CN(CC2)C(C2=CC=C(C=C2)C(C2=CC(=C(C=C2)Cl)Cl)=O)=O)O1 (N,N-dimethyl-[6-[4-(3,4-dichlorobenzoyl)benzoyl]-4,5,6,7-tetrahydrofuro[2,3-c]pyridin-2-ylmethyl]amine hydrochloride). Reaction SMILES: [CH3:1][N:2]([CH2:4][C:5]1[O:31][C:8]2[CH2:9][N:10]([C:13](=[O:30])[C:14]3[CH:19]=[CH:18][C:17]([C:20](=[O:29])[C:21]4[CH:26]=[CH:25][C:24]([Cl:27])=[C:23]([Cl:28])[CH:22]=4)=[CH:16][CH:15]=3)[CH2:11][CH2:12][C:7]=2[CH:6]=1)[CH3:3].Cl>CO.C(OCC)(=O)C>[ClH:27].[CH3:3][N:2]([CH2:4][C:5]1[O:31][C:8]2[CH2:9][N:10]([C:13](=[O:30])[C:14]3[CH:19]=[CH:18][C:17]([C:20](=[O:29])[C:21]4[CH:26]=[CH:25][C:24]([Cl:27])=[C:23]([Cl:28])[CH:22]=4)=[CH:16][CH:15]=3)[CH2:11][CH2:12][C:7]=2[CH:6]=1)[CH3:1] |f:4.5|. Reported procedure: N,N-Dimethyl-[6-[4-(3,4-dichlorobenzoyl)benzoyl]-4,5,6,7-tetrahydrofuro[2,3-c]pyridin-2-ylmethyl]amine 0.153 g was dissolved in 2 ml of methanol; hydrogen chloride in ethyl acetate was added in excess, followed by stirring. This mixture was then concentrated, and recrystallized from methanol-diethyl ether to yield the desired product. The reactants are O (H2O), C(C)(C)(C)OC(NC1=NC(=NC=C1C1=C(C=CC=C1)Cl)SC)=O ([5-(2-chloro-phenyl)-2-methylsulfanyl-pyrimidin-4-yl]-carbamic acid tert.-butyl ester), CN(C=O)C (N,N-dimethylformamide), CI (methyl iodide). Solvent: [Cl-].[Na+].O (brine), C(Cl)Cl (CH2Cl2). Conditions: time 1 hour. Product: C(C)(C)(C)OC(N(C)C1=NC(=NC=C1C1=C(C=CC=C1)Cl)SC)=O ([5-(2-chloro-phenyl)-2-methylsulfanyl-pyrimidin-4-yl]-methyl-carbamic acid tert.-butyl ester). Yield: 96.2%. As a reaction SMILES: [C:1]([O:5][C:6](=[O:23])[NH:7][C:8]1[C:13]([C:14]2[CH:19]=[CH:18][CH:17]=[CH:16][C:15]=2[Cl:20])=[CH:12][N:11]=[C:10]([S:21][CH3:22])[N:9]=1)([CH3:4])([CH3:3])[CH3:2].[CH3:24]N(C)C=O.CI.O>[Cl-].[Na+].O.C(Cl)Cl>[C:1]([O:5][C:6](=[O:23])[N:7]([C:8]1[C:13]([C:14]2[CH:19]=[CH:18][CH:17]=[CH:16][C:15]=2[Cl:20])=[CH:12][N:11]=[C:10]([S:21][CH3:22])[N:9]=1)[CH3:24])([CH3:4])([CH3:3])[CH3:2] |f:4.5.6|. Procedure details: To a solution of 2.0 g (5.68 mmol) [5-(2-chloro-phenyl)-2-methylsulfanyl-pyrimidin-4-yl]-carbamic acid tert.-butyl ester in 30 ml N,N-dimethylformamide 0.34 g (8.53 mmol) sodiumhydride (60% dispersion in mineraloil) was added and the reaction mixture stirred for 1 hr. After the addition of 0.56 ml (9.09 mmol) methyl iodide at 0°, the reaction mixture was stirred for 3 hrs. The reaction mixture was distributed between 75 ml H2O, 75 ml brine and 75 ml CH2Cl2. The phases were separated, the aqueous... The reactants are ClC=1N=C(C2=C(N1)NC=C2)Cl (2,4-dichloro-7H-pyrrolo[2,3-d]pyrimidine), [B-](F)(F)(F)F.[B-](F)(F)(F)F.C1C[N+]2(CC[N+]1(CC2)CCl)F (SelectFluor). Solvent: CC#N (CH3CN), CC(=O)O (HOAc). Run at temperature 70 celsius, time 18 hour. Yields the product ClC=1N=C(C2=C(N1)NC=C2F)Cl (2,4-dichloro-5-fluoro-7H-pyrrolo[2,3-d]pyrimidine). The yield is 22.9%. Reaction SMILES: [Cl:1][C:2]1[N:3]=[C:4]([Cl:11])[C:5]2[CH:10]=[CH:9][NH:8][C:6]=2[N:7]=1.[B-](F)(F)(F)[F:13].[B-](F)(F)(F)F.C1[N+]2(CCl)CC[N+](F)(CC2)C1>CC#N.CC(O)=O>[Cl:1][C:2]1[N:3]=[C:4]([Cl:11])[C:5]2[C:10]([F:13])=[CH:9][NH:8][C:6]=2[N:7]=1 |f:1.2.3|. Reported procedure: A mixture of 2,4-dichloro-7H-pyrrolo[2,3-d]pyrimidine (200 mg, 1.06 mmol) and SelectFluor (560 mg, 1.58 mmol) in CH3CN (5 mL) and HOAc (1 mL) was stirred at 70° C. for 18 h. The mixture was then concentrated in vacuo. The residue was purified by HPLC to give 2,4-dichloro-5-fluoro-7H-pyrrolo[2,3-d]pyrimidine (50 mg). Reactants: FC(CCCCCCCOS(=O)(=O)C1=CC=C(C)C=C1)(C(F)(F)F)F (8,8,9,9,9-pentafluorononyltosylate), CNCCCCC[C@@H]1[C@@H]2C=3C=CC(=CC3CC[C@]2([C@@H]2CC[C@@H]([C@@]2(C)C1)O)C=C)O (11β-[5-(Methylamino)pentyl]-8-vinylestra-1,3,5(10)-triene-3,17β-diol). The product is CN(CCCCC[C@@H]1[C@@H]2C=3C=CC(=CC3CC[C@]2([C@@H]2CC[C@@H]([C@@]2(C)C1)O)C=C)O)CCCCCCCC(C(F)(F)F)(F)F (11β-{5-[Methyl(8,8,9,9,9-pentafluorononyl)amino]pentyl}-8-vinylestra-1,3,5(10)-triene-3,17β-diol). Reaction SMILES: [F:1][C:2]([F:25])([C:21]([F:24])([F:23])[F:22])[CH2:3][CH2:4][CH2:5][CH2:6][CH2:7][CH2:8][CH2:9]OS(C1C=CC(C)=CC=1)(=O)=O.[CH3:26][NH:27][CH2:28][CH2:29][CH2:30][CH2:31][CH2:32][C@H:33]1[CH2:50][C@@:48]2([CH3:49])[C@@H:44]([CH2:45][CH2:46][C@@H:47]2[OH:51])[C@@:43]2([CH:52]=[CH2:53])[C@H:34]1[C:35]1[CH:36]=[CH:37][C:38]([OH:54])=[CH:39][C:40]=1[CH2:41][CH2:42]2>>[CH3:26][N:27]([CH2:9][CH2:8][CH2:7][CH2:6][CH2:5][CH2:4][CH2:3][C:2]([F:1])([F:25])[C:21]([F:22])([F:23])[F:24])[CH2:28][CH2:29][CH2:30][CH2:31][CH2:32][C@H:33]1[CH2:50][C@@:48]2([CH3:49])[C@@H:44]([CH2:45][CH2:46][C@@H:47]2[OH:51])[C@@:43]2([CH:52]=[CH2:53])[C@H:34]1[C:35]1[CH:36]=[CH:37][C:38]([OH:54])=[CH:39][C:40]=1[CH2:41][CH2:42]2. Procedure: In the reaction with 8,8,9,9,9-pentafluorononyltosylate analogously to instructions 22.1, 32 mg of amine 31a yields 16 mg of amine 36a as colorless crystals (GC-MS: m/z theor.: 613, pract.: 613). The reactants are OC1=CC=C(C=C1)CCC(=O)O (3-(4-Hydroxyphenyl)propionic acid), C([O-])([O-])=O.[K+].[K+] (potassium carbonate), C(C1=CC=CC=C1)Br (benzyl bromide). Solvent: O1CCCC1 (tetrahydrofuran). The product is C(C1=CC=CC=C1)OC1=CC=C(C=C1)CCC(=O)OCC1=CC=CC=C1 (benzyl 3-(4-benzyloxyphenyl)propionate). Isolated yield 89.3%. RXN SMILES: [OH:1][C:2]1[CH:7]=[CH:6][C:5]([CH2:8][CH2:9][C:10]([OH:12])=[O:11])=[CH:4][CH:3]=1.C(=O)([O-])[O-].[K+].[K+].[CH2:19](Br)[C:20]1[CH:25]=[CH:24][CH:23]=[CH:22][CH:21]=1>O1CCCC1>[CH2:19]([O:1][C:2]1[CH:3]=[CH:4][C:5]([CH2:8][CH2:9][C:10]([O:12][CH2:8][C:5]2[CH:6]=[CH:7][CH:2]=[CH:3][CH:4]=2)=[O:11])=[CH:6][CH:7]=1)[C:20]1[CH:25]=[CH:24][CH:23]=[CH:22][CH:21]=1 |f:1.2.3|. Procedure details: 3-(4-Hydroxyphenyl)propionic acid (5 g), potassium carbonate (16 g) and tetrahydrofuran (50 ml) were placed in a three-necked flask, 8.5 ml of benzyl bromide was added dropwise through a syringe under stirring, and the mixture was heated under reflux overnight. After filtering off the solid matters, the solvent was distilled off, and the residue was purified by column chromatography on silica gel (50 g), affording 9.25 g (89.3%) of pure benzyl 3-(4-benzyloxyphenyl)propionate. Reactants: CN(CC(O)c1ccc(F)cc1)C(=O)OC(C)(C)C, COC(C(=O)O)c1ccccc1, CN(C)c1ccncc1, CCOCC, ClCCl. Yields the product COC(C(=O)OC(CN(C)C(=O)OC(C)(C)C)c1ccc(F)cc1)c1ccccc1. As a reaction SMILES: [C:1]([CH3:2])([CH3:3])([CH3:4])[O:5][C:6]([N:7]([CH3:8])[CH2:9][CH:10]([OH:11])[c:12]1[cH:13][cH:14][c:15]([F:18])[cH:16][cH:17]1)=[O:19].[CH3:20][O:21][CH:22]([C:23](=[O:24])[OH:25])[c:26]1[cH:27][cH:28][cH:29][cH:30][cH:31]1.[CH3:35][N:36]([CH3:37])[c:38]1[cH:39][cH:40][n:41][cH:42][cH:43]1.[CH3:44][CH2:45][O:46][CH2:47][CH3:48].[Cl:32][CH2:33][Cl:34]>>[C:1]([CH3:2])([CH3:3])([CH3:4])[O:5][C:6]([N:7]([CH3:8])[CH2:9][CH:10]([O:11][C:23]([CH:22]([O:21][CH3:20])[c:26]1[cH:27][cH:28][cH:29][cH:30][cH:31]1)=[O:24])[c:12]1[cH:13][cH:14][c:15]([F:18])[cH:16][cH:17]1)=[O:19]. Reactants: [Cl-] (chloride), ClCC1=CC(NC(N1)=O)=O (6-chloromethyluracil), ice water. The solvent is C(C)(=O)O (acetic acid). Conditions: time 3 hour. Yields the product ClC=1C(NC(NC1CCl)=O)=O (5-chloro-6-chloromethyluracil). Yield: 92.0%. Reaction SMILES: [Cl-:1].[Cl:2][CH2:3][C:4]1[NH:9][C:8](=[O:10])[NH:7][C:6](=[O:11])[CH:5]=1>C(O)(=O)C>[Cl:1][C:5]1[C:6](=[O:11])[NH:7][C:8](=[O:10])[NH:9][C:4]=1[CH2:3][Cl:2]. Reported procedure: Sulfulyl chloride (120 ml) was added dropwise to a suspension of 163 g of 6-chloromethyluracil in 500 ml of acetic acid at room temperature for 20 minutes and stirred at the same temperature for 3 hours. The reaction mixture was poured into ice water (500 ml) and the resulting crystals were collected by filtration to give 182.3 g of 5-chloro-6-chloromethyluracil (yield 92%). The physical properties of this compound are as follows: The reactants are [OH-].[Na+] (NaOH), ClC1=NC(=NC(=C1)C(F)(F)F)C1=NC=CC=C1 (4-chloro-2-(2-pyridinyl)-6-(trifluoromethyl)pyrimidine), CCOC1=CC(=CC=C1)N (m-phenetidine), Cl (HCl). Run in O.C(C)O (water ethanol). Yields the product C(C)OC=1C=C(NC2=NC(=NC(=C2)C(F)(F)F)C2=NC=CC=C2)C=CC1 (4-(3-Ethoxyanilino)-2-(2-pyridinyl)-6-(trifluoromethyl)pyrimidine). Yield: 63.6%. Reaction SMILES: Cl[C:2]1[CH:7]=[C:6]([C:8]([F:11])([F:10])[F:9])[N:5]=[C:4]([C:12]2[CH:17]=[CH:16][CH:15]=[CH:14][N:13]=2)[N:3]=1.[CH3:18][CH2:19][O:20][C:21]1[CH:26]=[CH:25][CH:24]=[C:23]([NH2:27])[CH:22]=1.Cl.[OH-].[Na+]>O.C(O)C>[CH2:19]([O:20][C:21]1[CH:22]=[C:23]([CH:24]=[CH:25][CH:26]=1)[NH:27][C:2]1[CH:7]=[C:6]([C:8]([F:11])([F:10])[F:9])[N:5]=[C:4]([C:12]2[CH:17]=[CH:16][CH:15]=[CH:14][N:13]=2)[N:3]=1)[CH3:18] |f:3.4,5.6|. Procedure details: A mixture of 4-chloro-2-(2-pyridinyl)-6-(trifluoromethyl)pyrimidine (25 mg, 0.096 mmol), m-phenetidine (19 μl, 0.144 mmol), and 2N HCl (75 μl) in water:ethanol (2:1, 5 ml) was refluxed for 24 h. The mixture was cooled to room temperature and basified with aqueous 2N NaOH to pH 10–12. The resulting precipitate was filtered, washed with water, water:ethanol (2:1) and dried to give a yellow solid (22 mg, 63%). 1H NMR (CDCl3): 8.88–8.85 (m, 1H), 8.58 (d, J=8.1 Hz, 1H), 7.93–7.88 (m, 1H), 7.61 (s, 1H...